Dataset: the Open Reaction Database (ORD), a public repository of structured organic reaction records. Task: describe an organic reaction: reactants, conditions, products, and yield The reactants are O=C(Cl)CCl, ClCCl, Nc1ccc(C2CCN(c3ccc4nnc(C(F)(F)F)n4n3)CC2)cc1, c1ccncc1. Yields the product O=C(CCl)Nc1ccc(C2CCN(c3ccc4nnc(C(F)(F)F)n4n3)CC2)cc1. As a reaction SMILES: [Cl:1][CH2:2][C:3](=[O:4])[Cl:5].[Cl:38][CH2:39][Cl:40].[F:6][C:7]([c:8]1[n:9][n:10][c:11]2[n:12]1[n:13][c:14]([N:17]1[CH2:18][CH2:19][CH:20]([c:23]3[cH:24][cH:25][c:26]([NH2:27])[cH:28][cH:29]3)[CH2:21][CH2:22]1)[cH:15][cH:16]2)([F:30])[F:31].[cH:32]1[cH:33][cH:34][n:35][cH:36][cH:37]1>>[Cl:1][CH2:2][C:3](=[O:4])[NH:27][c:26]1[cH:25][cH:24][c:23]([CH:20]2[CH2:19][CH2:18][N:17]([c:14]3[n:13][n:12]4[c:8]([C:7]([F:6])([F:30])[F:31])[n:9][n:10][c:11]4[cH:16][cH:15]3)[CH2:22][CH2:21]2)[cH:29][cH:28]1. Starting materials: CC1C=CC2=CC(C(C)(C)C)CC(O)C2C1(CCC1CC(C(C)(C)C)C(O[SiH](C)C)C(=O)O1)O[SiH](C)C, CCCC(C)(Oc1ccccc1C)C(=O)O. Product: CCCC(C)(Oc1ccccc1C)C(=O)OC1CC(C(C)(C)C)C=C2C=CC(C)C(CCC3CC(C(C)(C)C)C(O[SiH](C)C)C(=O)O3)(O[SiH](C)C)C21. RXN SMILES: [C:17]([CH3:18])([CH3:19])([CH3:20])[CH:21]1[CH:22]=[C:23]2[CH:24]=[CH:25][CH:26]([CH3:53])[C:27]([CH2:32][CH2:33][CH:34]3[CH2:35][CH:36]([C:45]([CH3:46])([CH3:47])[CH3:48])[CH:37]([O:41][SiH:42]([CH3:43])[CH3:44])[C:38](=[O:40])[O:39]3)([O:49][SiH:50]([CH3:51])[CH3:52])[CH:28]2[CH:29]([OH:31])[CH2:30]1.[CH3:1][c:2]1[c:3]([O:4][C:5]([C:6](=[O:7])[OH:8])([CH2:9][CH2:10][CH3:11])[CH3:12])[cH:13][cH:14][cH:15][cH:16]1>>[CH3:1][c:2]1[c:3]([O:4][C:5]([C:6]([O:7][CH:29]2[CH:28]3[C:23](=[CH:22][CH:21]([C:17]([CH3:18])([CH3:19])[CH3:20])[CH2:30]2)[CH:24]=[CH:25][CH:26]([CH3:53])[C:27]3([CH2:32][CH2:33][CH:34]2[CH2:35][CH:36]([C:45]([CH3:46])([CH3:47])[CH3:48])[CH:37]([O:41][SiH:42]([CH3:43])[CH3:44])[C:38](=[O:40])[O:39]2)[O:49][SiH:50]([CH3:51])[CH3:52])=[O:8])([CH2:9][CH2:10][CH3:11])[CH3:12])[cH:13][cH:14][cH:15][cH:16]1. Product: O\N=C(/C)\C=1C=C(C=CC1)NC(NCC(=O)N1C(C(=O)OC(C)(C)C)CCC1C1=CC=CC=C1)=O (tert-butyl (E)-(2RS,5SR)-1-{2-{3-[3-(1-hydroxyiminoethyl)phenyl]ureido}acetyl}-5-phenylprolinate). As a reaction SMILES: Cl.[NH2:2][OH:3].[C:4]([C:7]1[CH:8]=[C:9]([NH:13][C:14](=[O:37])[NH:15][CH2:16][C:17]([N:19]2[CH:30]([C:31]3[CH:36]=[CH:35][CH:34]=[CH:33][CH:32]=3)[CH2:29][CH2:28][CH:20]2[C:21]([O:23][C:24]([CH3:27])([CH3:26])[CH3:25])=[O:22])=[O:18])[CH:10]=[CH:11][CH:12]=1)(=O)[CH3:5]>O.CO.N1C=CC=CC=1>[OH:3]/[N:2]=[C:4](/[C:7]1[CH:8]=[C:9]([NH:13][C:14](=[O:37])[NH:15][CH2:16][C:17]([N:19]2[CH:30]([C:31]3[CH:36]=[CH:35][CH:34]=[CH:33][CH:32]=3)[CH2:29][CH2:28][CH:20]2[C:21]([O:23][C:24]([CH3:27])([CH3:26])[CH3:25])=[O:22])=[O:18])[CH:10]=[CH:11][CH:12]=1)\[CH3:5] |f:0.1|. Run in O (water), CO (methanol), N1=CC=CC=C1 (pyridine). Reactants: Cl.NO (hydroxylamine hydrochloride), C(C)(=O)C=1C=C(C=CC1)NC(NCC(=O)N1C(C(=O)OC(C)(C)C)CCC1C1=CC=CC=C1)=O (tert-butyl (2RS,5SR)-1-{2-[3-(3-acetylphenyl)ureido]acetyl}-5-phenylprolinate). Procedure details: 0.5 g of hydroxylamine hydrochloride in solution in 6 cm3 of water is added to a solution of 3 g of tert-butyl (2RS,5SR)-1-{2-[3-(3-acetylphenyl)ureido]acetyl}-5-phenylprolinate in 12 cm3 of methanol and 6 cm3 of pyridine. The reaction mixture is heated under reflux for 2 hours. After evaporation of the solvents under reduced pressure at a temperature in the vicinity of 45° C., the residue is taken up in 100 cm3 of ethyl acetate and the organic phase is washed with 3 times 50 cm3 of water, dried... Isolated yield 35.5%. Starting materials: O.ON1N=NC2=C1C=CC=C2 (1-hydroxybenzotriazole monohydrate), Cl.CN(CCCN=C=NCC)C (1-(3-dimethylaminopropyl)-3-ethylcarbodiimide hydrochloride), Cl.COC(=O)C1(CCCCC1)N (1-methoxycarbonylcyclohexylamine hydrochloride), C(O)([O-])=O.[Na+] (sodium hydrogencarbonate). Run in C(C)N(CC)CC (triethylamine), ClCCl (dichloromethane), C(Cl)Cl (methylene chloride). Reaction conditions: time 8 hour. The product is ClC1=C(C=CC=C1)C=1C=NC=2N(C1C1=CC=C(C=C1)Cl)N=CC2C(NC2(CCCCC2)C(=O)OC)=O (6-(2-chlorophenyl)-7-(4-chlorophenyl)-3-[N-(1-methoxycarbonylcyclohexyl)carbamoyl]pyrazolo[1,5-a]pyrimidine). Yield: 93.0%. RXN SMILES: [ClH:1].[CH3:2][O:3][C:4]([C:6]1([NH2:12])[CH2:11][CH2:10][CH2:9][CH2:8][CH2:7]1)=[O:5].O.ON1[C:19]2[CH:20]=[CH:21][CH:22]=[CH:23][C:18]=2N=N1.[ClH:24].CN(C)[CH2:27][CH2:28][CH2:29][N:30]=[C:31]=[N:32][CH2:33][CH3:34].[C:36](=[O:39])([O-])O.[Na+]>ClCCl.C(N(CC)CC)C>[Cl:1][C:18]1[CH:23]=[CH:22][CH:21]=[CH:20][C:19]=1[C:34]1[CH:33]=[N:32][C:31]2[N:30]([N:12]=[CH:6][C:4]=2[C:36](=[O:39])[NH:12][C:6]2([C:4]([O:3][CH3:2])=[O:5])[CH2:7][CH2:8][CH2:9][CH2:10][CH2:11]2)[C:29]=1[C:28]1[CH:27]=[CH:10][C:9]([Cl:24])=[CH:8][CH:7]=1 |f:0.1,2.3,4.5,6.7|. Procedure: To a solution of the compound obtained in Reference Example 1-(4) (300 mg) and 1-methoxycarbonylcyclohexylamine hydrochloride (181 mg) in dichloromethane (4 mL) were added 1-hydroxybenzotriazole monohydrate (179 mg), 1-(3-dimethylaminopropyl)-3-ethylcarbodiimide hydrochloride (224 mg) and triethylamine (328 μL), and the mixture was stirred at room temperature overnight. To the reaction mixture were added methylene chloride and an aqueous saturated sodium hydrogencarbonate solution. After stirrin... Starting materials: C1=CC2=C(C=C1C=O)OCO2 (piperonal), CC(=O)C1=C(C=C(C=C1)OC)OC (2,4-dimethoxyacetophenone), [OH-].[Na+] (sodium hydroxide). Run in CO (methanol). Run at time 2 hour. The product is C1OC=2C=C(C=CC2O1)\C=C\C(=O)C1=C(C=C(C=C1)OC)OC ((E)-1-(3,4-methylenedioxyphenyl)-3-(2,4-dimethoxyphenyl)prop-1-en-3-one). Reaction SMILES: [CH:1]1[C:6]([CH:7]=O)=[CH:5][C:4]2[O:9][CH2:10][O:11][C:3]=2[CH:2]=1.[CH3:12][C:13]([C:15]1[CH:20]=[CH:19][C:18]([O:21][CH3:22])=[CH:17][C:16]=1[O:23][CH3:24])=[O:14].[OH-].[Na+]>CO>[CH2:10]1[O:11][C:3]2[CH:2]=[CH:1][C:6](/[CH:7]=[CH:12]/[C:13]([C:15]3[CH:20]=[CH:19][C:18]([O:21][CH3:22])=[CH:17][C:16]=3[O:23][CH3:24])=[O:14])=[CH:5][C:4]=2[O:9]1 |f:2.3|. Reported procedure: To a stirred solution of piperonal (1 g, 6.7 mmol) and 2,4-dimethoxyacetophenone (1.21 g, 6.7 mmol) in methanol (30 ml) was added 20 equivalents of aqueous sodium hydroxide (˜11 ml, 50% w/v) and the mixture stirred for 2 h. The resultant solid was collected by filtration and then recrystallised from methanol as pale yellow crystals (0.86 g, 41%): mp 137° C.; 1H NMR δ (CDCl3) 3.9 (3H, s, OCH3), 3.92 (3H, s, OCH3), 6.01 (2H, s, CH2O), 6.50 (2H, dd, ArH), 6.80 (1H, d, ArH), 7.00 (2H, m, ArH), 7.25 ... The reactants are Cc1c(CO[SiH](c2ccccc2)c2ccccc2)cc(-c2ccsc2C#N)c(C)c1C(C)(C)C, Cl. The product is Cc1c(CO[SiH](c2ccccc2)c2ccccc2)cc(-c2ccsc2CN)c(C)c1C(C)(C)C. Reaction SMILES: [C:1]([CH3:2])([CH3:3])([CH3:4])[c:5]1[c:6]([CH3:34])[c:7](-[c:27]2[c:28]([C:32]#[N:33])[s:29][cH:30][cH:31]2)[cH:8][c:9]([CH2:12][O:13][SiH:14]([c:15]2[cH:16][cH:17][cH:18][cH:19][cH:20]2)[c:21]2[cH:22][cH:23][cH:24][cH:25][cH:26]2)[c:10]1[CH3:11].[ClH:35]>>[C:1]([CH3:2])([CH3:3])([CH3:4])[c:5]1[c:6]([CH3:34])[c:7](-[c:27]2[c:28]([CH2:32][NH2:33])[s:29][cH:30][cH:31]2)[cH:8][c:9]([CH2:12][O:13][SiH:14]([c:15]2[cH:16][cH:17][cH:18][cH:19][cH:20]2)[c:21]2[cH:22][cH:23][cH:24][cH:25][cH:26]2)[c:10]1[CH3:11]. Starting materials: ClC1=NC2=C(C=CC=C2C=C1CO)C ((2-chloro-8-methylquinolin-3-yl)methanol), C(=O)([O-])[O-].[K+].[K+] (K2CO3), C1(=CC=CC=C1)B(O)O (Phenylboronic acid). The reagents and catalysts are CC(=O)[O-].CC(=O)[O-].[Pd+2] (Pd(OAc)2), C1=CC=C(C=C1)P(C2=CC=CC=C2)C3=CC=CC=C3 (PPh3). Solvent: COCCOC (DME), O (water). Product: CC=1C=CC=C2C=C(C(=NC12)C1=CC=CC=C1)CO ((8-Methyl-2-phenylquinolin-3-yl)methanol). Isolated yield 48.3%. As a reaction SMILES: Cl[C:2]1[C:11]([CH2:12][OH:13])=[CH:10][C:9]2[C:4](=[C:5]([CH3:14])[CH:6]=[CH:7][CH:8]=2)[N:3]=1.C([O-])([O-])=O.[K+].[K+].[C:21]1(B(O)O)[CH:26]=[CH:25][CH:24]=[CH:23][CH:22]=1>COCCOC.O.CC([O-])=O.CC([O-])=O.[Pd+2].C1C=CC(P(C2C=CC=CC=2)C2C=CC=CC=2)=CC=1>[CH3:14][C:5]1[CH:6]=[CH:7][CH:8]=[C:9]2[C:4]=1[N:3]=[C:2]([C:21]1[CH:26]=[CH:25][CH:24]=[CH:23][CH:22]=1)[C:11]([CH2:12][OH:13])=[CH:10]2 |f:1.2.3,7.8.9|. Procedure: A mixture of (2-chloro-8-methylquinolin-3-yl)methanol (413 mg, 2.0 mmol) and K2CO3 (828 mg, 6.0 mmol) in DME (7.5 mL) and water (7.5 mL) was degassed (×3). Phenylboronic acid (293 mg, 2.4 mmol), PPh3 (21 mg, 0.08 mmol) and Pd(OAc)2 (4.5 mg, 0.02 mmol) were added, the mixture was degassed, then heated at reflux for 75 minutes. The reaction mixture was allowed to cool to r.t. then extracted with EtOAc (2×20 mL). The combined organic phases were washed with water (20 mL), dried (MgSO4) and evaporat...